This data is from the Open Reaction Database (ORD), a public repository of structured organic reaction records. The task is: describe an organic reaction: reactants, conditions, products, and yield The reactants are CN(C)C=O, [K+], [K+], O=C([O-])[O-], Cc1ccc(NC(=O)C2(c3ccc4c(c3)OCO4)CC2)cc1Br, OCc1ccc(B(O)O)cc1. Yields the product Cc1ccc(NC(=O)C2(c3ccc4c(c3)OCO4)CC2)cc1-c1ccc(CO)cc1. Reaction SMILES: [CH3:41][N:42]([CH3:43])[CH:44]=[O:45].[K+:35].[K+:36].[O-:37][C:38]([O-:39])=[O:40].[O:1]1[CH2:2][O:3][c:4]2[c:5]1[cH:6][cH:7][c:8]([C:10]1([C:13](=[O:14])[NH:15][c:16]3[cH:17][c:18]([Br:23])[c:19]([CH3:22])[cH:20][cH:21]3)[CH2:11][CH2:12]1)[cH:9]2.[OH:24][CH2:25][c:26]1[cH:27][cH:28][c:29]([B:32]([OH:33])[OH:34])[cH:30][cH:31]1>>[O:1]1[CH2:2][O:3][c:4]2[c:5]1[cH:6][cH:7][c:8]([C:10]1([C:13](=[O:14])[NH:15][c:16]3[cH:17][c:18](-[c:29]4[cH:28][cH:27][c:26]([CH2:25][OH:24])[cH:31][cH:30]4)[c:19]([CH3:22])[cH:20][cH:21]3)[CH2:11][CH2:12]1)[cH:9]2. The reactants are CI (methyl iodide), C(CCC)[Li] (n-butyllithium), C1(=CC=C(C=C1)[Si](CN1N=CN=C1)(C)C)C1=CC=CC=C1 ((1,1'-biphenyl-4-yl)dimethyl(1H-1,2,4-triazol-1-ylmethyl)silane). Run in CCCCCC (hexane), O1CCCC1 (tetrahydrofuran), O (water). Run at time 15 minute. Yields the product C1(=CC=C(C=C1)[Si](CN1N=CN=C1C)(C)C)C1=CC=CC=C1 ((1,1'-Biphenyl-4-yl)dimethyl(5-methyl-1H-1,2,4-triazol-1-ylmethyl)silane). The yield is 92.7%. Reaction SMILES: [C:1]1([C:16]2[CH:21]=[CH:20][CH:19]=[CH:18][CH:17]=2)[CH:6]=[CH:5][C:4]([Si:7]([CH3:15])([CH3:14])[CH2:8][N:9]2[CH:13]=[N:12][CH:11]=[N:10]2)=[CH:3][CH:2]=1.[CH2:22]([Li])CCC.CI>O1CCCC1.CCCCCC.O>[C:1]1([C:16]2[CH:21]=[CH:20][CH:19]=[CH:18][CH:17]=2)[CH:2]=[CH:3][C:4]([Si:7]([CH3:15])([CH3:14])[CH2:8][N:9]2[C:13]([CH3:22])=[N:12][CH:11]=[N:10]2)=[CH:5][CH:6]=1. Procedure: A solution of 5.9 g (0.020 mol) of (1,1'-biphenyl-4-yl)dimethyl(1H-1,2,4-triazol-1-ylmethyl)silane in 40 ml of dry tetrahydrofuran was chilled to -40° under N2 and stirred while 12.5 ml (0.020 mol) of 1.6 molar n-butyllithium in hexane was added dropwise. The resulting yellow solution was stirred another 15 minutes at -40°, treated with 1.9 ml (4.2 g, 0.030 mol) of methyl iodide, and allowed to warm to room temperature. The resulting solution was diluted with water and extracted with hexanes. Wa...